This data is from the Open Reaction Database (ORD), a public repository of structured organic reaction records. The task is: describe an organic reaction: reactants, conditions, products, and yield The reactants are C(CCC)C1=C(OCCCOC2=C(C=CC=C2)CCC(=O)OCC)C=C(C(=C1)C1=CC=C(C=C1)F)OC (Ethyl 3-(2-(3-(2-butyl-4-(4-fluorophenyl)-5-methoxyphenoxy)propoxy)phenyl)propionate), B(Br)(Br)Br (boron tribromide). Run in ClCCl (dichloromethane). The product is C(CCC)C1=C(OCCCOC2=C(C=CC=C2)CCC(=O)O)C=C(C(=C1)C1=CC=C(C=C1)F)O (3-(2-(3-(2-Butyl-4-(4-fluorophenyl)-5-hydroxyphenoxy)propoxy)phenyl)propionic acid). The yield is 56.0%. Reaction SMILES: [CH2:1]([C:5]1[CH:28]=[C:27]([C:29]2[CH:34]=[CH:33][C:32]([F:35])=[CH:31][CH:30]=2)[C:26]([O:36]C)=[CH:25][C:6]=1[O:7][CH2:8][CH2:9][CH2:10][O:11][C:12]1[CH:17]=[CH:16][CH:15]=[CH:14][C:13]=1[CH2:18][CH2:19][C:20]([O:22]CC)=[O:21])[CH2:2][CH2:3][CH3:4].B(Br)(Br)Br>ClCCl>[CH2:1]([C:5]1[CH:28]=[C:27]([C:29]2[CH:34]=[CH:33][C:32]([F:35])=[CH:31][CH:30]=2)[C:26]([OH:36])=[CH:25][C:6]=1[O:7][CH2:8][CH2:9][CH2:10][O:11][C:12]1[CH:17]=[CH:16][CH:15]=[CH:14][C:13]=1[CH2:18][CH2:19][C:20]([OH:22])=[O:21])[CH2:2][CH2:3][CH3:4]. Procedure details: Ethyl 3-(2-(3-(2-butyl-4-(4-fluorophenyl)-5-methoxyphenoxy)propoxy)phenyl)propionate in dichloromethane was treated with 2 equivalents of boron tribromide at -75° C. The mixture was stirred without cooling for 18 hours, washed with water, dried, and evaporated in vacuo. The residue was chromatographed on silica gel eluting with dichloromethane/methanol to provide the desired title product in 56% yield. NMR. Reactants: ClC=1C(=NC=C(C1)OC)C#N (3-Chloro-2-cyano-5-methoxypyridine), C[O-].[Na+] (NaOMe), C(CS)(=O)OC (methyl thioglycolate), C[O-].[Na+] (NaOMe). Run in CN(C)C=O (DMF). Run at time 1 hour. The product is NC1=C(SC=2C1=NC=C(C2)OC)C(=O)OC (Methyl 3-amino-6-methoxy-thieno[3,2-b]pyridine-2-carboxylate). The yield is 71.3%. As a reaction SMILES: Cl[C:2]1[C:3]([C:10]#[N:11])=[N:4][CH:5]=[C:6]([O:8][CH3:9])[CH:7]=1.[C:12]([O:16][CH3:17])(=[O:15])[CH2:13][SH:14].C[O-].[Na+]>CN(C=O)C>[NH2:11][C:10]1[C:3]2=[N:4][CH:5]=[C:6]([O:8][CH3:9])[CH:7]=[C:2]2[S:14][C:13]=1[C:12]([O:16][CH3:17])=[O:15] |f:2.3|. Procedure details: The product from Example 27B (0.168 g, 1.0 mmol) and methyl thioglycolate (0.09 mL, 1.0 mmol) were combined in DMF (2 mL). To the solution was added 0.054 g NaOMe. After 1 hr, and additional 0.07 g NaOMe was added. After an additional 1 hr, the reaction was quenched in sat aq. NH4Cl and extracted with ethyl acetate. The organic phase was dried (MgSO4), and evaporated to yield 0.17 g of the title compound: 1H NMR (300 MHz, CDCl3) δ 3.90 (s, 3H), 3.93 (s, 3H), 6.15 (br s, 2H), 7.44 (d, 1H), 8.36 (... The reactants are I[Si](C)(C)C (iodotrimethylsilane), ClC1=CC=C(CC2C(N(CC3N2C(C(CN3S(=O)(=O)C3=C(C=C(C=C3)Cl)Cl)NC(=O)C3CCN(CC3)C(=O)OCC3=CC=CC=C3)=O)C(C)C)=O)C=C1 (benzyl 4-[6-(4-chlorobenzyl)-1-(2,4-dichlorobenzenesulfonyl)-8-isopropyl-4,7-dioxooctahydropyrazino[1,2-a]pyrimidin-3-ylcarbamoyl]piperidine-1-carboxylate). Solvent: C(C)#N (acetonitrile). Conditions: time 2 hour. Product: ClC1=CC=C(CC2C(N(CC3N2C(C(CN3S(=O)(=O)C3=C(C=C(C=C3)Cl)Cl)NC(=O)C3CCNCC3)=O)C(C)C)=O)C=C1 (N-[6-(4-Chlorobenzyl)-1-(2,4-dichlorobenzenesulfonyl)-8-isopropyl-4,7-dioxooctahydropyrazino[1,2-a]pyrimidin-3-yl]piperidine-4-carboxamide). The yield is 86.6%. Reaction SMILES: I[Si](C)(C)C.[Cl:6][C:7]1[CH:58]=[CH:57][C:10]([CH2:11][CH:12]2[N:17]3[C:18](=[O:52])[CH:19]([NH:33][C:34]([CH:36]4[CH2:41][CH2:40][N:39](C(OCC5C=CC=CC=5)=O)[CH2:38][CH2:37]4)=[O:35])[CH2:20][N:21]([S:22]([C:25]4[CH:30]=[CH:29][C:28]([Cl:31])=[CH:27][C:26]=4[Cl:32])(=[O:24])=[O:23])[CH:16]3[CH2:15][N:14]([CH:53]([CH3:55])[CH3:54])[C:13]2=[O:56])=[CH:9][CH:8]=1>C(#N)C>[Cl:6][C:7]1[CH:8]=[CH:9][C:10]([CH2:11][CH:12]2[N:17]3[C:18](=[O:52])[CH:19]([NH:33][C:34]([CH:36]4[CH2:41][CH2:40][NH:39][CH2:38][CH2:37]4)=[O:35])[CH2:20][N:21]([S:22]([C:25]4[CH:30]=[CH:29][C:28]([Cl:31])=[CH:27][C:26]=4[Cl:32])(=[O:24])=[O:23])[CH:16]3[CH2:15][N:14]([CH:53]([CH3:55])[CH3:54])[C:13]2=[O:56])=[CH:57][CH:58]=1. Procedure details: 103 mg (0.517 mmol) of iodotrimethylsilane were added to a solution of 104 mg (0.129 mmol) of benzyl 4-[6-(4-chlorobenzyl)-1-(2,4-dichlorobenzenesulfonyl)-8-isopropyl-4,7-dioxooctahydropyrazino[1,2-a]pyrimidin-3-ylcarbamoyl]piperidine-1-carboxylate in 2.5 ml of acetonitrile at room temperature with stirring. After 2 hours, the mixture was concentrated. The residue was purified on a Varian Bond-Elut SCX ion exchange cartridge (elution with methanol, then with 3N—NH3 in methanol). The purified ami... The reactants are Cl(=O)(=O)(=O)[O-].[Na+] (sodium perchlorate), [Br-].FC1=CC=C(C[N+]2=C(C=CC=C2)C2OCCO2)C=C1 (1-(4-Fluorobenzyl)-2-(1,3-dioxolan-2-yl)pyridinium bromide), polyphosphoric acid, C (charcoal). The solvent is CS(=O)(=O)O (methanesulfonic acid). Reaction conditions: temperature 105 celsius, time 16 hour. The product is Cl(=O)(=O)(=O)[O-].FC=1C=CC=2C(=CC=3C=CC=C[N+]3C2)C1 (9-fluorobenzo-[b]quinolizinium perchlorate). Isolated yield 59.0%. RXN SMILES: [Br-].[F:2][C:3]1[CH:20]=[CH:19][C:6]([CH2:7][N+:8]2[CH:13]=[CH:12][CH:11]=[CH:10][C:9]=2[CH:14]2OCCO2)=[CH:5][CH:4]=1.C.[Cl:22]([O-:26])(=[O:25])(=[O:24])=[O:23].[Na+]>CS(O)(=O)=O>[Cl:22]([O-:26])(=[O:25])(=[O:24])=[O:23].[F:2][C:3]1[CH:4]=[CH:5][C:6]2[C:19]([CH:20]=1)=[CH:14][C:9]1[CH:10]=[CH:11][CH:12]=[CH:13][N+:8]=1[CH:7]=2 |f:0.1,3.4,6.7|. Procedure details: 1-(4-Fluorobenzyl)-2-(1,3-dioxolan-2-yl)pyridinium bromide (31 g, 0.091 mol) was added to a mixture of polyphosphoric acid (350 g) and methanesulfonic acid (100 mL) at 40° C. and the resulting: mixture was heated at 105° C. for 2 hours. The mixture was poured onto ice and the solution was treated with charcoal. The mixture was added to an excess of sodium perchlorate and the solution was chilled and allowed to stand for 16 hours. A precipitate formed, which was collected by filtration to afford ... Reaction SMILES: [CH2:18]1[O:19][CH2:20][CH2:21][CH2:22]1.[O:23]=[Mn:24]=[O:25].[OH:1][CH:2]([CH2:3][CH2:4][CH2:5][N:6]([CH3:7])[CH3:8])[c:9]1[s:10][c:11]([S:14](=[O:15])(=[O:16])[NH2:17])[cH:12][n:13]1>>[O:1]=[C:2]([CH2:3][CH2:4][CH2:5][N:6]([CH3:7])[CH3:8])[c:9]1[s:10][c:11]([S:14](=[O:15])(=[O:16])[NH2:17])[cH:12][n:13]1. Starting materials: C1CCOC1, O=[Mn]=O, CN(C)CCCC(O)c1ncc(S(N)(=O)=O)s1. Product: CN(C)CCCC(=O)c1ncc(S(N)(=O)=O)s1. Starting materials: Cl (HCl), CO (MeOH), C(=C)C=1C=C(C=NC1)OC[C@H]1N(CCC1)C (5-ethenyl-3-(1-methy-2-(S)-pyrrolidinyl-methoxy)pyridine), Cl (hydrogen chloride), CI NH3. Run in CCOCC (Et2O). Yields the product Cl.Cl.C(=C)C=1C=C(C=NC1)OC[C@H]1N(CCC1)C (5-Ethenyl-3-(1-methyl-2-(S)-pyrrolidinylmethoxy)pyridine dihydrochloride). Reaction SMILES: [CH:1]([C:3]1[CH:4]=[C:5]([O:9][CH2:10][C@@H:11]2[CH2:15][CH2:14][CH2:13][N:12]2[CH3:16])[CH:6]=[N:7][CH:8]=1)=[CH2:2].[ClH:17].CO>CCOCC>[ClH:17].[ClH:17].[CH:1]([C:3]1[CH:4]=[C:5]([O:9][CH2:10][C@@H:11]2[CH2:15][CH2:14][CH2:13][N:12]2[CH3:16])[CH:6]=[N:7][CH:8]=1)=[CH2:2] |f:4.5.6|. Procedure details: To a solution of 5-ethenyl-3-(1-methy-2-(S)-pyrrolidinyl-methoxy)pyridine from step b above in Et2O was added hydrogen chloride (1.0 M in Et2O) carefully to afford the tittle compound: mp 118-120° C.; 1H NMR (D2O) δ 2.56-2.76 (m, 3H), 3.00 (s, 3H), 4.03 (q, 1H, J=9.5 Hz), 4.29 (m, 1H), 4.52 (dd, 1H, J=5.5, 12.0 Hz), 4.60 (dd, 1H, J=3.0, 11.5 Hz), 5.65 (d, 1H, J=11.0 Hz), 6.09 (d, 1H, J=17.5 Hz), 6.84 (dd, 1H, J=11.0, 17.5 Hz), 8.02 (t, 1H, J=2.0 Hz), 8.36 (d, 1H, J=3.0 Hz), 8.43 (d, 1H, J=1.0 Hz... Reactants: CCCCC1C(=O)N(N(C1=O)C=2C=CC(=CC2)O)C=3C=CC=CC3 (Oxyphenbutazone), C(C)(=O)Cl (acetyl chloride). The solvent is C(C)(=O)O (acetic acid). Yields the product C1(=CC=CC=C1)N1N(C(CC1=O)=O)C1=CC=C(C=C1)OC(C)=O (1-Phenyl-2-(4'-acetyloxyphenyl)-3,5-pyrazolidinedione), residue. Reaction SMILES: CCCC[CH:5]1[C:10](=[O:11])[N:9]([C:12]2[CH:13]=[CH:14][C:15]([OH:18])=[CH:16][CH:17]=2)[N:8]([C:19]2[CH:20]=[CH:21][CH:22]=[CH:23][CH:24]=2)[C:6]1=[O:7].[C:25](Cl)(=[O:27])[CH3:26]>C(O)(=O)C>[C:19]1([N:8]2[C:6](=[O:7])[CH2:5][C:10](=[O:11])[N:9]2[C:12]2[CH:17]=[CH:16][C:15]([O:18][C:25](=[O:27])[CH3:26])=[CH:14][CH:13]=2)[CH:20]=[CH:21][CH:22]=[CH:23][CH:24]=1. Procedure: First, 1-Phenyl-2-(4'-acetyloxyphenyl)-3,5-pyrazolidinedione was prepared as follows. Oxyphenbutazone (1.00 g, 3.1 mmole) was suspended in 4 ml of glacial acetic acid and allowed to react with 2 ml of acetyl chloride at room temperature overnight. The solution was concentrated in vacuo at 86° C. to give a white residue (mp 126°-130° C.). The residue was crystallized from chloroformheptane (6:50) with cooling to give 0.81 g (mp 132°-134° C., 71% yield, lit., R. Pfester and F. Hafliger, Helvetica ... Reactants: C(CCC)C1(C2=CC(=CC=C2C=2C=CC(=CC12)C#CC(C)(O)C)C#CC(C)(O)C)CCCC (4,4′-(9,9-dibutyl-9H-fluorene-2,7-diyl)bis(2-methyl-3-butyn-2-ol)), [OH-].[K+] (KOH). Solvent: C1(=CC=CC=C1)C.CC(C)O (toluene i-PrOH). Product: C(#C)C1=CC=2C(C3=CC(=CC=C3C2C=C1)C#C)(CCCC)CCCC (2,7-diethynyl-9,9-dibutyl-9H-fluorene). Isolated yield 70.4%. Reaction SMILES: [CH2:1]([C:5]1([CH2:30][CH2:31][CH2:32][CH3:33])[C:17]2[CH:16]=[C:15]([C:18]#[C:19]C(C)(O)C)[CH:14]=[CH:13][C:12]=2[C:11]2[C:6]1=[CH:7][C:8]([C:24]#[C:25]C(C)(O)C)=[CH:9][CH:10]=2)[CH2:2][CH2:3][CH3:4].[OH-].[K+]>C1(C)C=CC=CC=1.CC(O)C>[C:24]([C:8]1[CH:9]=[CH:10][C:11]2[C:12]3[C:17](=[CH:16][C:15]([C:18]#[CH:19])=[CH:14][CH:13]=3)[C:5]([CH2:1][CH2:2][CH2:3][CH3:4])([CH2:30][CH2:31][CH2:32][CH3:33])[C:6]=2[CH:7]=1)#[CH:25] |f:1.2,3.4|. Procedure details: To a solution of 4,4′-(9,9-dibutyl-9H-fluorene-2,7-diyl)bis(2-methyl-3-butyn-2-ol) (1.04 g, 2.35 mmol) in 20 mL of toluene/i-PrOH (3/1), was added solid KOH (0.39 g). The mixture was heated under reflux for 0.5 h. After cooling, KOH was filtered off and the solvents were evaporated and the residue was purified by column chromatography (heptane/CH2Cl2 70:30 then 20:80) to yield 0.54 g (71%) of 2,7-diethynyl-9,9-dibutyl-9H-fluorene: 1H NMR (200.13 MHz, CDCl3) δ 7.63 (d, J=8.6 Hz, 2H), 7.48 (d, J=8... The reactants are ClCCl, COc1ccc(C(=O)c2ccc(SC)c(S(N)(=O)=O)c2)cc1, O=C(OO)c1cccc(Cl)c1. Yields the product COc1ccc(C(=O)c2ccc(S(C)=O)c(S(N)(=O)=O)c2)cc1. Reaction SMILES: [CH2:34]([Cl:35])[Cl:36].[CH3:1][O:2][c:3]1[cH:4][cH:5][c:6]([C:7](=[O:8])[c:9]2[cH:10][cH:11][c:12]([S:19][CH3:20])[c:13]([S:15](=[O:16])(=[O:17])[NH2:18])[cH:14]2)[cH:21][cH:22]1.[Cl:23][c:24]1[cH:25][c:26]([C:31](=[O:28])[O:32][OH:33])[cH:27][cH:29][cH:30]1>>[CH3:1][O:2][c:3]1[cH:4][cH:5][c:6]([C:7](=[O:8])[c:9]2[cH:10][cH:11][c:12]([S:19]([CH3:20])=[O:28])[c:13]([S:15](=[O:16])(=[O:17])[NH2:18])[cH:14]2)[cH:21][cH:22]1. Reactants: COc1cc(-c2cnn(C)c2)cn2ncc(C#Cc3ccnc(N)c3)c12, ClCCl, O=C=Nc1ccccc1. Yields the product COc1cc(-c2cnn(C)c2)cn2ncc(C#Cc3ccnc(NC(=O)Nc4ccccc4)c3)c12. As a reaction SMILES: [CH3:1][O:2][c:3]1[c:4]2[n:5]([cH:6][c:7](-[c:9]3[cH:10][n:11][n:12]([CH3:14])[cH:13]3)[cH:8]1)[n:15][cH:16][c:17]2[C:18]#[C:19][c:20]1[cH:21][c:22]([NH2:26])[n:23][cH:24][cH:25]1.[Cl:36][CH2:37][Cl:38].[O:27]=[C:28]=[N:29][c:30]1[cH:31][cH:32][cH:33][cH:34][cH:35]1>>[CH3:1][O:2][c:3]1[c:4]2[n:5]([cH:6][c:7](-[c:9]3[cH:10][n:11][n:12]([CH3:14])[cH:13]3)[cH:8]1)[n:15][cH:16][c:17]2[C:18]#[C:19][c:20]1[cH:21][c:22]([NH:26][C:28](=[O:27])[NH:29][c:30]2[cH:31][cH:32][cH:33][cH:34][cH:35]2)[n:23][cH:24][cH:25]1.